This data is from the Open Reaction Database (ORD), a public repository of structured organic reaction records. The task is: describe an organic reaction: reactants, conditions, products, and yield The reactants are BrC1=NC=C(C=N1)Br (2,5-Dibromopyrimidine), C(CCCCCCC)OC1=CC=C(C=C1)B(O)O (4-octyloxybenzeneboronic acid). Yields the product BrC=1C=NC(=NC1)C1=CC=C(C=C1)OCCCCCCCC (5-bromo-2-(4-octyloxyphenyl) pyrimidine). As a reaction SMILES: Br[C:2]1[N:7]=[CH:6][C:5]([Br:8])=[CH:4][N:3]=1.[CH2:9]([O:17][C:18]1[CH:23]=[CH:22][C:21](B(O)O)=[CH:20][CH:19]=1)[CH2:10][CH2:11][CH2:12][CH2:13][CH2:14][CH2:15][CH3:16]>>[Br:8][C:5]1[CH:4]=[N:3][C:2]([C:21]2[CH:22]=[CH:23][C:18]([O:17][CH2:9][CH2:10][CH2:11][CH2:12][CH2:13][CH2:14][CH2:15][CH3:16])=[CH:19][CH:20]=2)=[N:7][CH:6]=1. Procedure details: 2,5-Dibromopyrimidine and 4-octyloxybenzeneboronic acid are reacted analogously to Example 1 to give 5-bromo-2-(4-octyloxyphenyl) pyrimidine. ##STR34## Reactants: ClC1=C(C=CC(=C1)F)S(=O)(=O)Cl (2-Chloro-4-fluorobenzenesulphonyl chloride), NC=1C2=C(N=CN1)N(C=C2C(=O)C2=CC(=CC=C2)N)C2CCCC2 ((4-Amino-7-cyclopentyl-7H-pyrrolo[2,3-d]pyrimidin-5-yl)-(3-amino-phenyl)-methanone). Solvent: N1=CC=CC=C1 (pyridine). Run at temperature 120 celsius. The product is NC=1C2=C(N=CN1)N(C=C2C(=O)C=2C=C(C=CC2)NS(=O)(=O)C2=C(C=C(C=C2)F)Cl)C2CCCC2 (N-[3-(4-Amino-7-cyclopentyl-7H-pyrrolo[2,3-d]pyrimidine-5-carbonyl)-phenyl]-2-chloro-4-fluoro-benzenesulfonamide). The yield is 24.9%. Reaction SMILES: [Cl:1][C:2]1[CH:7]=[C:6]([F:8])[CH:5]=[CH:4][C:3]=1[S:9](Cl)(=[O:11])=[O:10].[NH2:13][C:14]1[C:15]2[C:22]([C:23]([C:25]3[CH:30]=[CH:29][CH:28]=[C:27]([NH2:31])[CH:26]=3)=[O:24])=[CH:21][N:20]([CH:32]3[CH2:36][CH2:35][CH2:34][CH2:33]3)[C:16]=2[N:17]=[CH:18][N:19]=1>N1C=CC=CC=1>[NH2:13][C:14]1[C:15]2[C:22]([C:23]([C:25]3[CH:26]=[C:27]([NH:31][S:9]([C:3]4[CH:4]=[CH:5][C:6]([F:8])=[CH:7][C:2]=4[Cl:1])(=[O:11])=[O:10])[CH:28]=[CH:29][CH:30]=3)=[O:24])=[CH:21][N:20]([CH:32]3[CH2:33][CH2:34][CH2:35][CH2:36]3)[C:16]=2[N:17]=[CH:18][N:19]=1. Procedure details: 2-Chloro-4-fluorobenzenesulphonyl chloride (85.7 mg, 0.37 mmol) was added to a solution of (4-Amino-7-cyclopentyl-7H-pyrrolo[2,3-d]pyrimidin-5-yl)-(3-amino-phenyl)-methanone (80 mg, 0.25 mmol) in pyridine (3 mL). The resulting solution was heated to 120° C. for 3 h. The reaction was quenched with water and concentrated. The residue was dissolved in EtOAc and washed with 1N NaOH (1×) and water (1×). The organic layer was dried over Na2SO4 and concentrated. Purification by flash column chromatogra... Starting materials: CN (methylamine), solution, [N+](=O)([O-])C=1C=C2C(NN(C2=CC1)CC(=O)O)=O ((5-nitro-3-oxo-2,3-dihydro-indazol-1-yl)-acetic acid), CN(C)C(=[N+](C)C)ON1C2=C(C=CC=C2)N=N1.[B-](F)(F)(F)F (TBTU), N,N-ethyldiisopropylamine. The solvent is CN(C)C=O (DMF). Conditions: time 8 hour. The product is CNC(CN1NC(C2=CC(=CC=C12)[N+](=O)[O-])=O)=O (N-methyl-2-(5-nitro-3-oxo-2,3-dihydro-indazol-1-yl)-acetamide). Yield: 27.1%. Reaction SMILES: [N+:1]([C:4]1[CH:5]=[C:6]2[C:10](=[CH:11][CH:12]=1)[N:9]([CH2:13][C:14]([OH:16])=O)[NH:8][C:7]2=[O:17])([O-:3])=[O:2].[CH3:18][N:19](C(ON1N=NC2C=CC=CC1=2)=[N+](C)C)C.[B-](F)(F)(F)F.CN>CN(C=O)C>[CH3:18][NH:19][C:14](=[O:16])[CH2:13][N:9]1[C:10]2[C:6](=[CH:5][C:4]([N+:1]([O-:3])=[O:2])=[CH:12][CH:11]=2)[C:7](=[O:17])[NH:8]1 |f:1.2|. Reported procedure: To a solution of crude (5-nitro-3-oxo-2,3-dihydro-indazol-1-yl)-acetic acid (0.14 g) in DMF, was added TBTU (0.20 g), followed by N,N-ethyldiisopropylamine (0.40 mL) and after 10 minutes methylamine (0.32 mL of a 2 M solution) was added. The reaction was stirred overnight and was quenched with 2N HCl (aq.) and extracted with EtOAc. The combined organic layers were washed with brine, dried over sodium sulfate, filtered and evaporated. Flash column chromatography of the residue over silica gel aff... The reactants are BrCCCCBr, CN(C)C=O, [H-], [Na+], O=C1NC=COc2ccccc21. Yields the product O=C1c2ccccc2OC=CN1CCCCBr. As a reaction SMILES: [Br:15][CH2:16][CH2:17][CH2:18][CH2:19][Br:20].[CH3:21][N:22]([CH3:23])[CH:24]=[O:25].[H-:13].[Na+:14].[O:1]1[CH:2]=[CH:3][NH:4][C:5](=[O:12])[c:6]2[c:7]1[cH:8][cH:9][cH:10][cH:11]2>>[O:1]1[CH:2]=[CH:3][N:4]([CH2:19][CH2:18][CH2:17][CH2:16][Br:15])[C:5](=[O:12])[c:6]2[c:7]1[cH:8][cH:9][cH:10][cH:11]2. The reactants are ClC=1C=C(C(=O)OC)C=CC1O (methyl 3-chloro-4-hydroxybenzoate), C([O-])([O-])=O.[K+].[K+] (potassium carbonate), BrCC1CC1 ((bromomethyl)cyclopropane). Solvent: CN(C)C=O (DMF), C(C)(=O)OCC (ethyl acetate). Conditions: temperature 70 celsius. Product: ClC=1C=C(C(=O)O)C=CC1OCC1CC1 (3-chloro-4-(cyclopropylmethoxy)benzoic Acid). Reaction SMILES: [Cl:1][C:2]1[CH:3]=[C:4]([CH:9]=[CH:10][C:11]=1[OH:12])[C:5]([O:7]C)=[O:6].C(=O)([O-])[O-].[K+].[K+].Br[CH2:20][CH:21]1[CH2:23][CH2:22]1>CN(C=O)C.C(OCC)(=O)C>[Cl:1][C:2]1[CH:3]=[C:4]([CH:9]=[CH:10][C:11]=1[O:12][CH2:20][CH:21]1[CH2:23][CH2:22]1)[C:5]([OH:7])=[O:6] |f:1.2.3|. Reported procedure: To a solution of methyl 3-chloro-4-hydroxybenzoate (10.0 g) in DMF (100 mL) were added potassium carbonate (14.8 g) and (bromomethyl)cyclopropane (7.80 mL), and the mixture was stirred with heating at 70° C. for 1 hr. The reaction mixture was allowed to cool to room temperature, diluted with ethyl acetate, and washed with saturated brine. The obtained organic layer was subjected to silica gel column chromatography (NH, ethyl acetate), and the solvent was evaporated. To a solution of the obtained...